Dataset: the Open Reaction Database (ORD), a public repository of structured organic reaction records. Task: describe an organic reaction: reactants, conditions, products, and yield Starting materials: [H-].[Na+] (sodium hydride), COC(C1=C(C=C(C(=C1)F)[N+](=O)[O-])F)=O (2,5-difluoro-4-nitro-benzoic acid methyl ester), CO (methanol). The product is COC(C1=C(C=C(C(=C1)OC)[N+](=O)[O-])F)=O (2-fluoro-5-methoxy-4-nitro-benzoic acid methyl ester). Reaction SMILES: [H-].[Na+].[CH3:3][O:4][C:5](=[O:17])[C:6]1[CH:11]=[C:10](F)[C:9]([N+:13]([O-:15])=[O:14])=[CH:8][C:7]=1[F:16].[CH3:18][OH:19]>>[CH3:3][O:4][C:5](=[O:17])[C:6]1[CH:11]=[C:10]([O:19][CH3:18])[C:9]([N+:13]([O-:15])=[O:14])=[CH:8][C:7]=1[F:16] |f:0.1|. Reported procedure: To a mixture 0.30 g (7.55 mmole) of sodium hydride (60% in mineral oil) and 30 mL of methanol was added 1.49 g (6.86 mmole) of 2,5-difluoro-4-nitro-benzoic acid methyl ester. The mixture was heated at reflux for 18 hours and then quenched by the addition of water, and then concentrated under reduced pressure. The residue was diluted with ethyl acetate, washed with brine, dried over anhydrous magnesium sulfate, filtered and concentrated under reduced pressure. The residue was purified by silica g...